Dataset: the Open Reaction Database (ORD), a public repository of structured organic reaction records. Task: describe an organic reaction: reactants, conditions, products, and yield The reactants are NC=1C(=NC2=CC=C(C=C2C1NCC1=CC=CC=C1)F)C (3-amino-4-benzylamino-6-fluoro-2-methylquinoline), C(=O)O (formic acid). Yields the product O.C(C1=CC=CC=C1)N1C=NC=2C(=NC=3C=CC(=CC3C21)F)C (1-benzyl-8-fluoro-4-methyl-1H-imidazo[4,5-c]quinoline hydrate). As a reaction SMILES: [NH2:1][C:2]1[C:3]([CH3:21])=[N:4][C:5]2[C:10]([C:11]=1[NH:12][CH2:13][C:14]1[CH:19]=[CH:18][CH:17]=[CH:16][CH:15]=1)=[CH:9][C:8]([F:20])=[CH:7][CH:6]=2.[CH:22](O)=[O:23]>>[OH2:23].[CH2:13]([N:12]1[C:11]2[C:10]3[CH:9]=[C:8]([F:20])[CH:7]=[CH:6][C:5]=3[N:4]=[C:3]([CH3:21])[C:2]=2[N:1]=[CH:22]1)[C:14]1[CH:19]=[CH:18][CH:17]=[CH:16][CH:15]=1 |f:2.3|. Procedure details: Using the method of Example 138, 3-amino-4-benzylamino-6-fluoro-2-methylquinoline (from Example 45) was reacted with formic acid to provide 1-benzyl-8-fluoro-4-methyl-1H-imidazo[4,5-c]quinoline hydrate, m.p. 178°-181° C. Analysis: Calculated for C18H14FN3.0.25H2O: %C, 73.1; %H, 4.9; %N, 14.2; Found: %C, 73.0; %H, 4.7; %N, 14.3. Starting materials: CO (MeOH), BrC=1C(N(C(=CC1OCC1=C(C=C(C=C1)F)F)C)CC=1N=CC(=NC1)C(=O)OCC)=O (ethyl 5-{[3-bromo-4-[(2,4-difluorobenzyl)oxy]-6-methyl-2-oxopyridin-1(2H)-yl]methyl}pyrazine-2-carboxylate), C1CCOC1 (THF), [BH4-].[Na+] (NaBH4). Solvent: C(C)(=O)O (acetic acid), C(C)(C)(C)O (t-butanol). Reaction conditions: time 16 hour. The product is BrC=1C(N(C(=CC1OCC1=C(C=C(C=C1)F)F)C)CC1=NC=C(N=C1)CO)=O (3-Bromo-4-[(2,4-difluorobenzyl)oxy]-1-{[5-(hydroxymethyl)pyrazin-2-yl]methyl}-6-methylpyridin-2(1H)-one). Yield: 41.5%. Reaction SMILES: [Br:1][C:2]1[C:3](=[O:31])[N:4]([CH2:19][C:20]2[N:21]=[CH:22][C:23]([C:26](OCC)=[O:27])=[N:24][CH:25]=2)[C:5]([CH3:18])=[CH:6][C:7]=1[O:8][CH2:9][C:10]1[CH:15]=[CH:14][C:13]([F:16])=[CH:12][C:11]=1[F:17].C1COCC1.[BH4-].[Na+].CO>C(O)(C)(C)C.C(O)(=O)C>[Br:1][C:2]1[C:3](=[O:31])[N:4]([CH2:19][C:20]2[CH:25]=[N:24][C:23]([CH2:26][OH:27])=[CH:22][N:21]=2)[C:5]([CH3:18])=[CH:6][C:7]=1[O:8][CH2:9][C:10]1[CH:15]=[CH:14][C:13]([F:16])=[CH:12][C:11]=1[F:17] |f:2.3|. Procedure details: To a suspension of ethyl 5-{[3-bromo-4-[(2,4-difluorobenzyl)oxy]-6-methyl-2-oxopyridin-1(2H)-yl]methyl}pyrazine-2-carboxylate (2.0 g, 0.004 mol) in t-butanol (15,0 mL and THF (5.0 mL) was added NaBH4 (0.18 g, 0.0047 mol) and the mixture was stirred at room temperature for 16 h under argon atmosphere. It was cooled, added MeOH (5.0 mL) and acetic acid (1.0 mL) and concentrated to dryness. The residue was triturated with water and filtered. It was washed with water, dried in vacuo and purified by ... Product: O=C(Nc1ccc(Cl)c(-c2ccccn2)c1)c1ccc(CN2CCOCC2)nc1. Starting materials: O=C(Nc1ccc(Cl)c(-c2ccccn2)c1)c1ccc(CBr)nc1, C1COCCN1, CS(C)=O. RXN SMILES: [Br:1][CH2:2][c:3]1[cH:4][cH:5][c:6]([C:9](=[O:10])[NH:11][c:12]2[cH:13][c:14](-[c:19]3[n:20][cH:21][cH:22][cH:23][cH:24]3)[c:15]([Cl:18])[cH:16][cH:17]2)[cH:7][n:8]1.[CH2:25]1[CH2:26][O:27][CH2:28][CH2:29][NH:30]1.[CH3:31][S:32]([CH3:33])=[O:34]>>[CH2:2]([c:3]1[cH:4][cH:5][c:6]([C:9](=[O:10])[NH:11][c:12]2[cH:13][c:14](-[c:19]3[n:20][cH:21][cH:22][cH:23][cH:24]3)[c:15]([Cl:18])[cH:16][cH:17]2)[cH:7][n:8]1)[N:30]1[CH2:25][CH2:26][O:27][CH2:28][CH2:29]1. The reactants are CC(=O)O, CN(C)C=O, C=C(Cl)CC(O)c1ccccc1, [K+], [OH-]. Product: C#CCC(O)c1ccccc1. Reaction SMILES: [CH3:15][C:16](=[O:17])[OH:18].[CH3:19][N:20]([CH3:21])[CH:22]=[O:23].[Cl:1][C:2]([CH2:3][CH:4]([OH:5])[c:6]1[cH:7][cH:8][cH:9][cH:10][cH:11]1)=[CH2:12].[K+:14].[OH-:13]>>[C:2]([CH2:3][CH:4]([OH:5])[c:6]1[cH:7][cH:8][cH:9][cH:10][cH:11]1)#[CH:12]. Reactants: 35, FC1=CC=C(C=C1)NC1=CC=C(C=C1)F (4-fluoro-N-(4-fluorophenyl)benzenamine), ClCCCC(=O)Cl (4-chlorobutanoyl chloride). The solvent is CC1=CC=CC=C1 (methylbenzene). Conditions: time 2 hour. Product: 47, ClCCCC(=O)N(C1=CC=C(C=C1)F)C1=CC=C(C=C1)F (4-chloro-N,N-bis(4-fluorophenyl)butanamide). Yield: 95.0%. As a reaction SMILES: [F:1][C:2]1[CH:7]=[CH:6][C:5]([NH:8][C:9]2[CH:14]=[CH:13][C:12]([F:15])=[CH:11][CH:10]=2)=[CH:4][CH:3]=1.[Cl:16][CH2:17][CH2:18][CH2:19][C:20](Cl)=[O:21]>CC1C=CC=CC=1>[Cl:16][CH2:17][CH2:18][CH2:19][C:20]([N:8]([C:9]1[CH:14]=[CH:13][C:12]([F:15])=[CH:11][CH:10]=1)[C:5]1[CH:6]=[CH:7][C:2]([F:1])=[CH:3][CH:4]=1)=[O:21]. Procedure details: A mixture of 35 parts of 4-fluoro-N-(4-fluorophenyl)benzenamine, 107 parts of 4-chlorobutanoyl chloride and 130 parts of methylbenzene was stirred for 2 hours at reflux temperature. The reaction mixture was washed with a sodium chloride solution, dried, filtered and evaporated. The residue was distilled to remove the excess of 4-chlorobutanoyl chloride, yielding 47 parts (95.0%) of 4-chloro-N,N-bis(4-fluorophenyl)butanamide as a residue (int. 69). Reactants: C(C)C=1N(C2=CC=CC(=C2C1CC(=O)N)O)CC1=CC=CC=C1 (2-Ethyl-4-hydroxy-1-(phenylmethyl)-1H-indole-3-acetamide), [H-].[Na+] (NaH), COC(COC1=C2C(=C(N(C2=CC=C1)CC1=CC=CC=C1)CC)CC(=O)N)=O (2-[[3-(2-Amino-2-oxoethyl)-2-ethyl-1-(phenylmethyl)-1H-indol-4-yl]oxy]acetic acid methyl ester), BrCC(=O)OC (methyl 2-bromoacetate). The solvent is hexanes, CN(C)C=O (DMF), O (water). Run at time 1.5 hour. Yields the product COC(COC1=C2C(=CN(C2=CC=C1)CC1=CC=CC=C1)CC(=O)N)=O (2-[[3-(2-amino-2-oxoethyl)-1-(phenylmethyl)-1H-indol-4-yl]oxy]acetic acid methyl ester). The yield is 34.0%. RXN SMILES: [CH3:1][O:2][C:3](=[O:28])[CH2:4][O:5][C:6]1[CH:14]=[CH:13][CH:12]=[C:11]2[C:7]=1[C:8]([CH2:24][C:25]([NH2:27])=[O:26])=[C:9](CC)[N:10]2[CH2:15][C:16]1[CH:21]=[CH:20][CH:19]=[CH:18][CH:17]=1.C(C1N(CC2C=CC=CC=2)C2C(C=1CC(N)=O)=C(O)C=CC=2)C.[H-].[Na+].BrCC(OC)=O>CN(C=O)C.O>[CH3:1][O:2][C:3](=[O:28])[CH2:4][O:5][C:6]1[CH:14]=[CH:13][CH:12]=[C:11]2[C:7]=1[C:8]([CH2:24][C:25]([NH2:27])=[O:26])=[CH:9][N:10]2[CH2:15][C:16]1[CH:17]=[CH:18][CH:19]=[CH:20][CH:21]=1 |f:2.3|. Procedure: 2-[[3-(2-Amino-2-oxoethyl)-2-ethyl-1-(phenylmethyl)-1H-indol-4-yl]oxy]acetic acid methyl ester. 2-Ethyl-4-hydroxy-1-(phenylmethyl)-1H-indole-3-acetamide (135 mg, 0.44 mmol) was added to 17.6 mg (0.44 mmol) of NaH/mineral oil (washed with hexanes) in 5 mL of DMF, stirred 1.5 hours, 0.04 mL (0.44 mmol) of methyl 2-bromoacetate added and stirring maintained for 3 hours. The mixture was diluted with water, extracted with ethyl acetate. The ethyl acetate was washed with brine, dried (MgSO4) and conce... Reactants: CCOC(=O)c1ccc(F)cc1OCC, [K+], O=[N+]([O-])[O-], O, O=S(=O)(O)O. Yields the product CCOC(=O)c1cc([N+](=O)[O-])c(F)cc1OCC. RXN SMILES: [CH2:1]([CH3:2])[O:3][c:4]1[c:5]([C:6](=[O:7])[O:8][CH2:9][CH3:10])[cH:11][cH:12][c:13]([F:15])[cH:14]1.[K+:21].[O-:22][N+:23]([O-:24])=[O:25].[OH2:26].[S:16](=[O:17])(=[O:18])([OH:19])[OH:20]>>[CH2:1]([CH3:2])[O:3][c:4]1[c:5]([C:6](=[O:7])[O:8][CH2:9][CH3:10])[cH:11][c:12]([N+:23](=[O:22])[O-:24])[c:13]([F:15])[cH:14]1. Procedure: 5-Methoxy-3-[[2-(tetrahydro-2H-pyran-2-yl)-3-(trifluoromethyl)-1H-pyrazol-5-yl]oxy]pyridazine (Compound No. 36, 0.75 g (0.0021 mole), 4 drops of 37% hydrochloric acid, and 10 mL of methanol were heated and held at 50° C. for 1 hour. The mixture was cooled, diluted with 30 ml water and neutralized with sodium bicarbonate. Filtration gave 5-methoxy-3-[[3-(trifluoromethyl)-1H-pyrazol-5-yl]oxy]pyridazine (0.36 g, 65% yield) as a white solid. Run at time 1 hour. As a reaction SMILES: [CH3:1][O:2][C:3]1[CH:4]=[C:5]([O:9][C:10]2[NH:14][N:13](C3CCCCO3)[CH:12]([C:21]([F:24])([F:23])[F:22])[CH:11]=2)[N:6]=[N:7][CH:8]=1.CO>Cl.O.C(=O)(O)[O-].[Na+]>[CH3:1][O:2][C:3]1[CH:4]=[C:5]([O:9][C:10]2[NH:14][N:13]=[C:12]([C:21]([F:24])([F:22])[F:23])[CH:11]=2)[N:6]=[N:7][CH:8]=1 |f:4.5|. The reagents and catalysts are Cl (hydrochloric acid). Reactants: CO (methanol), COC=1C=C(N=NC1)OC1=CC(N(N1)C1OCCCC1)C(F)(F)F (5-Methoxy-3-[[2-(tetrahydro-2H-pyran-2-yl)-3-(trifluoromethyl)-1H-pyrazol-5-yl]oxy]pyridazine). Yield: 65.0%. The product is COC=1C=C(N=NC1)OC1=CC(=NN1)C(F)(F)F (5-methoxy-3-[[3-(trifluoromethyl)-1H-pyrazol-5-yl]oxy]pyridazine). Run in O (water), C([O-])(O)=O.[Na+] (sodium bicarbonate). As a reaction SMILES: [CH3:37][OH:38].[H:35][H:36].[OH:1][CH:2]([CH2:3][NH:4][C:5]1([CH2:8][CH2:9][N:10]2[CH:11]([OH:22])[O:12][C:13]([CH3:20])([CH3:21])[c:14]3[c:15]2[cH:16][cH:17][cH:18][cH:19]3)[CH2:6][CH2:7]1)[c:23]1[cH:24][c:25]([OH:34])[cH:26][c:27]2[c:32]1[O:31][CH2:30][C:29](=[O:33])[NH:28]2>>[OH:1][CH:2]([CH2:3][NH:4][C:5]1([CH2:8][CH2:9][N:10]2[C:11](=[O:22])[O:12][C:13]([CH3:20])([CH3:21])[c:14]3[c:15]2[cH:16][cH:17][cH:18][cH:19]3)[CH2:6][CH2:7]1)[c:23]1[cH:24][c:25]([OH:34])[cH:26][c:27]2[c:32]1[O:31][CH2:30][C:29](=[O:33])[NH:28]2. Yields the product CC1(C)OC(=O)N(CCC2(NCC(O)c3cc(O)cc4c3OCC(=O)N4)CC2)c2ccccc21. The reactants are CO, [H][H], CC1(C)OC(O)N(CCC2(NCC(O)c3cc(O)cc4c3OCC(=O)N4)CC2)c2ccccc21. Starting materials: FC=1C=C(C=CC1F)CC(=O)N([C@H]1[C@@H](CCCC1=O)N1CCC1)C (trans-(±)-3,4-difluoro-N-methyl-N-[6-oxo-2-(1-azetidinyl)cyclohexyl]benzeneacetamide), ClC=1C=C(C=CC1Cl)CC(=O)N([C@H]1[C@@H](CCCC1=O)N1CCCC1)C (trans-(±)-3,4-dichloro-N-methyl-N-[6-oxo-2-(1-pyrrolidinyl)cyclohexyl]benzeneacetamide), C(C)OC(OCC)OCC (triethylorthoformate). Run in C(C)O (ethanol). The product is FC=1C=C(C=CC1F)CC(=O)N([C@H]1[C@@H](CCCC1(OCC)OCC)N1CCC1)C (trans-(±)-3,4-difluoro-N-methyl-N-[6,6-diethoxy-2-(1-azetidinyl)cyclohexyl]benzeneacetamide). As a reaction SMILES: [F:1][C:2]1[CH:3]=[C:4]([CH2:9][C:10]([N:12]([CH3:24])[C@@H:13]2C(=O)[CH2:17][CH2:16][CH2:15][C@H:14]2[N:20]2[CH2:23][CH2:22][CH2:21]2)=[O:11])[CH:5]=[CH:6][C:7]=1[F:8].ClC1C=C(CC(N(C)[C@@H]2C(=O)CCC[C@H]2N2CCCC2)=O)C=CC=1Cl.C(O[CH:53]([O:57][CH2:58][CH3:59])[O:54][CH2:55][CH3:56])C>C(O)C>[F:1][C:2]1[CH:3]=[C:4]([CH2:9][C:10]([N:12]([CH3:24])[C@@H:13]2[C:53]([O:54][CH2:55][CH3:56])([O:57][CH2:58][CH3:59])[CH2:17][CH2:16][CH2:15][C@H:14]2[N:20]2[CH2:23][CH2:22][CH2:21]2)=[O:11])[CH:5]=[CH:6][C:7]=1[F:8]. Procedure details: Following the procedure of Example 3, substituting trans-(±)-3,4-difluoro-N-methyl-N-[6-oxo-2-(1-azetidinyl)cyclohexyl]benzeneacetamide for the trans-(±)-3,4-dichloro-N-methyl-N-[6-oxo-2-(1-pyrrolidinyl)cyclohexyl]benzeneacetamide in 50 ml of dry ethanol instead of methanol and 5.0 ml of triethylorthoformate instead of trimethylorthoformate, there is formed as product trans-(±)-3,4-difluoro-N-methyl-N-[6,6-diethoxy-2-(1-azetidinyl)cyclohexyl]benzeneacetamide, which is converted to a hydrochlorid...